Dataset: the Open Reaction Database (ORD), a public repository of structured organic reaction records. Task: describe an organic reaction: reactants, conditions, products, and yield The reactants are C(C)(C)N1CCN(CC1)C(=O)C=1C=C2C=C(NC2=CC1)C(=O)N1CCN(CC1)S(=O)(=O)N1CCCCC1 ([5-(4-Isopropyl-piperazine-1-carbonyl)-1H-indol-2-yl]-[4-(piperidine-1-sulfonyl)-piperazin-1-yl]-methanone), FC(C=1C=C(C=CC1)B(O)O)(F)F (3-(trifluoromethyl)phenylboronic acid). Yields the product C(C)(C)N1CCN(CC1)C(=O)C=1C=C2C=C(N(C2=CC1)C1=CC(=CC=C1)C(F)(F)F)C(=O)N1CCN(CC1)S(=O)(=O)N1CCCCC1 ([5-(4-Isopropyl-piperazine-1-carbonyl)-1-(3-trifluoromethyl-phenyl)-1H-indol-2-yl]-[4-(piperidine-1-sulfonyl)-piperazin-1-yl]-methanone). The yield is 67.0%. Reaction SMILES: [CH:1]([N:4]1[CH2:9][CH2:8][N:7]([C:10]([C:12]2[CH:13]=[C:14]3[C:18](=[CH:19][CH:20]=2)[NH:17][C:16]([C:21]([N:23]2[CH2:28][CH2:27][N:26]([S:29]([N:32]4[CH2:37][CH2:36][CH2:35][CH2:34][CH2:33]4)(=[O:31])=[O:30])[CH2:25][CH2:24]2)=[O:22])=[CH:15]3)=[O:11])[CH2:6][CH2:5]1)([CH3:3])[CH3:2].[F:38][C:39]([F:50])([F:49])[C:40]1[CH:41]=[C:42](B(O)O)[CH:43]=[CH:44][CH:45]=1>>[CH:1]([N:4]1[CH2:9][CH2:8][N:7]([C:10]([C:12]2[CH:13]=[C:14]3[C:18](=[CH:19][CH:20]=2)[N:17]([C:44]2[CH:43]=[CH:42][CH:41]=[C:40]([C:39]([F:50])([F:49])[F:38])[CH:45]=2)[C:16]([C:21]([N:23]2[CH2:28][CH2:27][N:26]([S:29]([N:32]4[CH2:37][CH2:36][CH2:35][CH2:34][CH2:33]4)(=[O:31])=[O:30])[CH2:25][CH2:24]2)=[O:22])=[CH:15]3)=[O:11])[CH2:6][CH2:5]1)([CH3:3])[CH3:2]. Reported procedure: The title compound was synthesized in analogy to example 5, from [5-(4-isopropyl-piperazine-1-carbonyl)-1H-indol-2-yl]-[4-(piperidine-1-sulfonyl)-piperazin-1-yl]-methanone (example 2) and 3-(trifluoromethyl)phenylboronic acid to afford the desired product as a colorless foam (67%). MS (ISP): 675.2 (M+H)+. Reactants: CC1=C(OC2=CC=C(C=C2)C2=CC=CN3C2=NS(CC3)(=O)=O)C=CC(=C1)C(F)(F)F (9-{4-[2-methyl-4-(trifluoromethyl)phenoxy]phenyl}-3,4-dihydropyrido[2,1-c][1,2,4]thiadiazine 2,2-dioxide). Reagents/catalysts: [Pt](=O)=O (Platinum(IV) oxide). Run in C1CCOC1 (THF), CO (MeOH). Reaction conditions: time 4 hour. Yields the product CC1=C(OC2=CC=C(C=C2)C2CCCN3C2=NS(CC3)(=O)=O)C=CC(=C1)C(F)(F)F (9-{4-[2-methyl-4-(trifluoromethyl)phenoxy]phenyl}-3,4,6,7,8,9-hexahydropyrido[2,1-c][1,2,4]thiadiazine 2,2-dioxide). Isolated yield 64.8%. Reaction SMILES: [CH3:1][C:2]1[CH:26]=[C:25]([C:27]([F:30])([F:29])[F:28])[CH:24]=[CH:23][C:3]=1[O:4][C:5]1[CH:10]=[CH:9][C:8]([C:11]2[C:16]3=[N:17][S:18](=[O:22])(=[O:21])[CH2:19][CH2:20][N:15]3[CH:14]=[CH:13][CH:12]=2)=[CH:7][CH:6]=1>C1COCC1.CO.[Pt](=O)=O>[CH3:1][C:2]1[CH:26]=[C:25]([C:27]([F:30])([F:28])[F:29])[CH:24]=[CH:23][C:3]=1[O:4][C:5]1[CH:6]=[CH:7][C:8]([CH:11]2[C:16]3=[N:17][S:18](=[O:22])(=[O:21])[CH2:19][CH2:20][N:15]3[CH2:14][CH2:13][CH2:12]2)=[CH:9][CH:10]=1. Reported procedure: Platinum(IV) oxide (30 mg) was added to a solution of 9-{4-[2-methyl-4-(trifluoromethyl)phenoxy]phenyl}-3,4-dihydropyrido[2,1-c][1,2,4]thiadiazine 2,2-dioxide (315 mg) in THF (dry) (10 mL) and MeOH (10 mL) and the mixture was stirred at room temperature under hydrogen for 4 hr. Activated carbon was added and the insoluble solid was removed by filtration through NH-silica gel/Celite pad (eluted with EtOAc) and the filtrate was concentrated in vacuo. The residue was crystallized from THF/IPE to gi...